Dataset: the Open Reaction Database (ORD), a public repository of structured organic reaction records. Task: describe an organic reaction: reactants, conditions, products, and yield Reactants: [BH3-]C#N, CC(=O)O, CO, Cc1ccc(NC(=O)c2cc(Cl)ccc2NCC2CCNCC2)nc1, [Na+], O=C1CCOCC1, C1CCOC1. Yields the product Cc1ccc(NC(=O)c2cc(Cl)ccc2NCC2CCN(C3CCOCC3)CC2)nc1. As a reaction SMILES: [C:33]([BH3-:34])#[N:35].[C:37]([OH:38])(=[O:39])[CH3:40].[CH3:41][OH:42].[Cl:1][c:2]1[cH:3][cH:4][c:5]([NH:18][CH2:19][CH:20]2[CH2:21][CH2:22][NH:23][CH2:24][CH2:25]2)[c:6]([C:7](=[O:8])[NH:9][c:10]2[n:11][cH:12][c:13]([CH3:16])[cH:14][cH:15]2)[cH:17]1.[Na+:36].[O:26]1[CH2:27][CH2:28][C:29](=[O:32])[CH2:30][CH2:31]1.[O:43]1[CH2:44][CH2:45][CH2:46][CH2:47]1>>[Cl:1][c:2]1[cH:3][cH:4][c:5]([NH:18][CH2:19][CH:20]2[CH2:21][CH2:22][N:23]([CH:29]3[CH2:28][CH2:27][O:26][CH2:31][CH2:30]3)[CH2:24][CH2:25]2)[c:6]([C:7](=[O:8])[NH:9][c:10]2[n:11][cH:12][c:13]([CH3:16])[cH:14][cH:15]2)[cH:17]1. Reactants: CC1=NOC(=C1COC1=CC=C(C=C1)S(=O)(=O)N(CC(C)C)C1=C(C=C(C=C1)O)C)C (4-((3,5-dimethylisoxazol-4-yl)methoxy)-N-(4-hydroxy-2-methylphenyl)-N-isobutylbenzenesulfonamide), CC(C)OC(=O)/N=N/C(=O)OC(C)C (DIAD), O1C(CCCC1)OCCO (2-((tetrahydro-2H-pyran-2-yl)oxy)ethanol), C1(=CC=CC=C1)P(C1=CC=CC=C1)C1=CC=CC=C1 (triphenylphosphine). Solvent: O1CCCC1 (tetrahydrofuran). Conditions: temperature 50 celsius. Product: CC1=NOC(=C1COC1=CC=C(C=C1)S(=O)(=O)N(C1=C(C=C(C=C1)OCCOC1OCCCC1)C)CC(C)C)C (4-((3,5-dimethylisoxazol-4-yl)methoxy)-N-isobutyl-N-(2-methyl-4-(2-((tetrahydro-2H-pyran-2-yl)oxy)ethoxy)phenyl)benzenesulfonamide). RXN SMILES: [CH3:1][C:2]1[C:6]([CH2:7][O:8][C:9]2[CH:14]=[CH:13][C:12]([S:15]([N:18]([C:23]3[CH:28]=[CH:27][C:26]([OH:29])=[CH:25][C:24]=3[CH3:30])[CH2:19][CH:20]([CH3:22])[CH3:21])(=[O:17])=[O:16])=[CH:11][CH:10]=2)=[C:5]([CH3:31])[O:4][N:3]=1.CC(OC(/N=N/C(OC(C)C)=O)=O)C.C1(P(C2C=CC=CC=2)C2C=CC=CC=2)C=CC=CC=1.[O:65]1[CH2:70][CH2:69][CH2:68][CH2:67][CH:66]1[O:71][CH2:72][CH2:73]O>O1CCCC1>[CH3:1][C:2]1[C:6]([CH2:7][O:8][C:9]2[CH:14]=[CH:13][C:12]([S:15]([N:18]([CH2:19][CH:20]([CH3:22])[CH3:21])[C:23]3[CH:28]=[CH:27][C:26]([O:29][CH2:73][CH2:72][O:71][CH:66]4[CH2:67][CH2:68][CH2:69][CH2:70][O:65]4)=[CH:25][C:24]=3[CH3:30])(=[O:17])=[O:16])=[CH:11][CH:10]=2)=[C:5]([CH3:31])[O:4][N:3]=1. Reported procedure: An aliquot of tetrahydrofuran (THF) (1 mL) containing 4-((3,5-dimethylisoxazol-4-yl)methoxy)-N-(4-hydroxy-2-methylphenyl)-N-isobutylbenzenesulfonamide (50 mg, 0.112 mmol) and DIAD (0.048 mL, 0.247 mmol) was added to triphenylphosphine (64.9 mg, 0.247 mmol). The reaction mixture was sealed and left to stir for 10 minutes before addition of 2-((tetrahydro-2H-pyran-2-yl)oxy)ethanol (0.015 mL, 0.112 mmol). The sealed reaction mixture was then heated to 50° C. over night. LCMS showed the formation of...